describe an organic reaction: reactants, conditions, products, and yield From a dataset of the Open Reaction Database (ORD), a public repository of structured organic reaction records. The reactants are C(=O)([O-])[O-].[K+].[K+] (K2CO3), [Si](C)(C)(C(C)(C)C)OC[C@@H](CI)OC1CC(N1)=O (4-[(S)-1-(tert-butyldimethylsilyl) oxymethyl-2-iodoethoxy]-azetidin-2-one). Run in CS(=O)C (DMSO), C(C)(=O)OCC (ethyl acetate). Conditions: time 8 hour. Yields the product title compounds, [Si](C)(C)(C(C)(C)C)OC[C@H]1CN2C(C[C@@H]2O1)=O ((3R, 5S)-3-(tert-butyldimethylsilyl)oxymethyl-4-oxa-1-azabicyclo [3,2,0] heptan-7-one), [Si](C)(C)(C(C)(C)C)OC[C@H]1CN2C(C[C@H]2O1)=O ((3R, 5R)-3-(tert-butyldimethylsilyl)oxymethyl-4-oxa-1-azabicyclo [3,2,0] heptan-7-one). Isolated yield 28.0%. Reaction SMILES: [Si:1]([O:8][CH2:9][C@H:10]([O:13][CH:14]1[NH:17][C:16](=[O:18])[CH2:15]1)[CH2:11]I)([C:4]([CH3:7])([CH3:6])[CH3:5])([CH3:3])[CH3:2].C([O-])([O-])=O.[K+].[K+]>CS(C)=O.C(OCC)(=O)C>[Si:1]([O:8][CH2:9][C@@H:10]1[O:13][C@@H:14]2[N:17]([C:16](=[O:18])[CH2:15]2)[CH2:11]1)([C:4]([CH3:7])([CH3:6])[CH3:5])([CH3:3])[CH3:2].[Si:1]([O:8][CH2:9][C@@H:10]1[O:13][C@H:14]2[N:17]([C:16](=[O:18])[CH2:15]2)[CH2:11]1)([C:4]([CH3:7])([CH3:6])[CH3:5])([CH3:3])[CH3:2] |f:1.2.3|. Procedure: A mixture of 4-[(S)-1-(tert-butyldimethylsilyl) oxymethyl-2-iodoethoxy]-azetidin-2-one which was prepared by the known method (6.8 g, 17.7 mmole), and powdered K2CO3 (6.1 g, 44 mmole) in DMSO (100 ml) was stirred at room temperature overnight and then diluted with ethyl acetate, washed with water, brine, and dried over sodium sulfate. After removal of solvent, the residue was purified by repeated silica gel column chromatography using hexane-ethyl acetate (9:1) as eluent. The title compounds (3R...